This data is from the Open Reaction Database (ORD), a public repository of structured organic reaction records. The task is: describe an organic reaction: reactants, conditions, products, and yield The reactants are [K].C(C)(C)(C)C1=CC=C(C=C1)S(=O)(=O)NC1=NC(=NC(=C1OC1=C(C=CC=C1)OC)Cl)C1=NC=CC=N1 (p-tert-butyl-N-[6-chloro-5-(2-methoxyphenoxy)-2-(2-pyrimidinyl)-4-pyrimidinyl]benzenesulfonamide potassium salt), C(C)(C)(C)OCCO (ethylene glycol mono-tert-butyl ether), [OH-].[Na+] (sodium hydroxide), C1(=CC=CC=C1)C (toluene). Product: C(C)(C)(C)C1=CC=C(C=C1)S(=O)(=O)NC1=NC(=NC(=C1OC1=C(C=CC=C1)OC)OCCC(C)(C)C)C1=NC=CC=N1 (p-tert-butyl-N-[6-(2-tert-butyl-ethoxy)-5-(2-methoxyphenoxy)-[2,2′-bipyrimidin]-4-yl]benzenesulfonamide). Reaction SMILES: [K].[C:2]([C:6]1[CH:11]=[CH:10][C:9]([S:12]([NH:15][C:16]2[C:21]([O:22][C:23]3[CH:28]=[CH:27][CH:26]=[CH:25][C:24]=3[O:29][CH3:30])=[C:20](Cl)[N:19]=[C:18]([C:32]3[N:37]=[CH:36][CH:35]=[CH:34][N:33]=3)[N:17]=2)(=[O:14])=[O:13])=[CH:8][CH:7]=1)([CH3:5])([CH3:4])[CH3:3].[C:38](OCCO)([CH3:41])([CH3:40])[CH3:39].[OH-:46].[Na+].[C:48]1([CH3:54])C=CC=CC=1>>[C:2]([C:6]1[CH:11]=[CH:10][C:9]([S:12]([NH:15][C:16]2[C:21]([O:22][C:23]3[CH:28]=[CH:27][CH:26]=[CH:25][C:24]=3[O:29][CH3:30])=[C:20]([O:46][CH2:48][CH2:54][C:38]([CH3:39])([CH3:40])[CH3:41])[N:19]=[C:18]([C:32]3[N:37]=[CH:36][CH:35]=[CH:34][N:33]=3)[N:17]=2)(=[O:14])=[O:13])=[CH:8][CH:7]=1)([CH3:5])([CH3:4])[CH3:3] |f:0.1,3.4,^1:0|. Procedure details: Another process for the preparation of Bosentan is reported in U.S. Pat. No. 6,136,971 (hereinafter referred to as the '971 patent) which is multi-step process as illustrated in Path B of Scheme-1. 5-(2-methoxyphenoxy)-2-(2-pyrimidin-2-yl)-4,6(1H,5H)-pyrimidinedione is reacted with phosphorous oxychloride in toluene to obtain 4,6-dichloro-5-(2-methoxyphenoxy)-2,2′-bipyrimidine, which is further condensed with 4-tert-butylbenzenesulfonamide in the presence of anhydrous potassium carbonate and a p... Reactants: CN1CC2=C(NC=3C=CC(=CC23)C)CC1 (2,8-dimethyl-2,3,4,5-tetrahydro-1H-pyrido[4,3-b]indole), FC(C=1C=NC=C(C1)C=C)(F)F (3-(trifluoromethyl)-5-vinylpyridine), O (water). The reagents and catalysts are [Cl-].C(CCC)[N+](CCCC)(CCCC)CCCC (tetra butyl ammonium chloride). Solvent: [OH-].[Na+] (NaOH). Conditions: time 8 hour. Product: CN1CC2=C(N(C=3C=CC(=CC23)C)CCC=2C=NC=C(C2)C(F)(F)F)CC1 (2,8-dimethyl-5-(2-(5-(trifluoromethyl)pyridin-3-yl)ethyl)-2,3,4,5-tetrahydro-1H-pyrido[4,3-b]indole). Yield: 12.5%. RXN SMILES: [CH3:1][N:2]1[CH2:15][CH2:14][C:5]2[NH:6][C:7]3[CH:8]=[CH:9][C:10]([CH3:13])=[CH:11][C:12]=3[C:4]=2[CH2:3]1.[F:16][C:17]([F:27])([F:26])[C:18]1[CH:19]=[N:20][CH:21]=[C:22]([CH:24]=[CH2:25])[CH:23]=1.O>[Cl-].C([N+](CCCC)(CCCC)CCCC)CCC.[OH-].[Na+]>[CH3:1][N:2]1[CH2:15][CH2:14][C:5]2[N:6]([CH2:25][CH2:24][C:22]3[CH:21]=[N:20][CH:19]=[C:18]([C:17]([F:27])([F:16])[F:26])[CH:23]=3)[C:7]3[CH:8]=[CH:9][C:10]([CH3:13])=[CH:11][C:12]=3[C:4]=2[CH2:3]1 |f:3.4,5.6|. Procedure details: 2,8-dimethyl-2,3,4,5-tetrahydro-1H-pyrido[4,3-b]indole (0.15 g, 0.75 mmole), 3-(trifluoromethyl)-5-vinylpyridine (0.13 g, 0.75 mmole) and, tetra butyl ammonium chloride (2 mg, 0.0375 mmole) were charged in 5 ml, 50% aqueous NaOH. The reaction mixture at 100° C. for 8 hrs. The reaction mass was cool at RT, added 5 ml water and extracted with ethyl acetate. The organic layer was dried over anhydrous sodium sulphate, concentrated and purified by Prep HPLC to get 2,8-dimethyl-5-(2-(5-(trifluoromethy... Starting materials: N(=NC(=O)OC(C)C)C(=O)OC(C)C (diisopropyl azodicarboxylate), BrC=1C=C2CN(C(C2=CC1)=O)[C@H](CO)CC1=CC(=CC=C1)C#C[Si](C)(C)C (5-bromo-2-((1S)-2-hydroxy-1-{3-[(trimethylsilyl)ethynyl]benzyl}ethyl)-isoindolin-1-one), C1(C=2C(C(N1)=O)=CC=CC2)=O (phthalimide), C1(=CC=CC=C1)P(C1=CC=CC=C1)C1=CC=CC=C1 (triphenylphosphine). Run in O1CCCC1 (tetrahydrofuran). Run at time 4 hour. The product is BrC=1C=C2CN(C(C2=CC1)=O)[C@H](CN1C(C2=CC=CC=C2C1=O)=O)CC1=CC(=CC=C1)C#C[Si](C)(C)C (2-((2S)-2-(5-bromo-1-oxo-1,3-dihydro-2H-isoindol-2-yl)-3-{3-[(trimethylsilyl)ethynyl]-phenyl}propyl)-1H-isoindole-1,3(2H)-dione). RXN SMILES: N(C(OC(C)C)=O)=NC(OC(C)C)=O.[Br:15][C:16]1[CH:17]=[C:18]2[C:22](=[CH:23][CH:24]=1)[C:21](=[O:25])[N:20]([C@@H:26]([CH2:29][C:30]1[CH:35]=[CH:34][CH:33]=[C:32]([C:36]#[C:37][Si:38]([CH3:41])([CH3:40])[CH3:39])[CH:31]=1)[CH2:27]O)[CH2:19]2.[C:42]1(=[O:52])[NH:46][C:45](=[O:47])[C:44]2=[CH:48][CH:49]=[CH:50][CH:51]=[C:43]12.C1(P(C2C=CC=CC=2)C2C=CC=CC=2)C=CC=CC=1>O1CCCC1>[Br:15][C:16]1[CH:17]=[C:18]2[C:22](=[CH:23][CH:24]=1)[C:21](=[O:25])[N:20]([C@@H:26]([CH2:29][C:30]1[CH:35]=[CH:34][CH:33]=[C:32]([C:36]#[C:37][Si:38]([CH3:41])([CH3:40])[CH3:39])[CH:31]=1)[CH2:27][N:46]1[C:42](=[O:52])[C:43]3[C:44](=[CH:48][CH:49]=[CH:50][CH:51]=3)[C:45]1=[O:47])[CH2:19]2. Reported procedure: To a solution of diisopropyl azodicarboxylate (0.35 mL, 1.8 mmol) in tetrahydrofuran (2.9 mL) was added 5-bromo-2-((1S)-2-hydroxy-1-{3-[(trimethylsilyl)ethynyl]benzyl}ethyl)-isoindolin-1-one (0.58 g, 1.3 mmol), phthalimide (0.21 g, 1.4 mmol), and triphenylphosphine (0.35 g, 1.3 mmol). The mixture was stirred at room temperature for 4 h. Direct purification by combi-flash chromatography eluting with 0-60% EtOAc in hexanes afforded the desired product. LC-MS found: 571.1 (M+H)+. The reactants are ClC=1C=C(C(C(=O)O)=CC1)N (4-chloroanthranilic acid), C1(CCCCC1)N=C=NC1CCCCC1 (dicyclohexylcarbodiimide), O.OC1=CC=CC=2NN=NC21 (hydroxybenzotriazole hydrate), [OH-].[NH4+] (ammonium hydroxide). Solvent: CN(C=O)C (dimethylformamide). Reaction conditions: time 18 hour. Yields the product NC1=C(C(=O)N)C=CC(=C1)Cl (2-Amino4-chlorobenzamide), solid. The yield is 83.0%. RXN SMILES: [Cl:1][C:2]1[CH:3]=[C:4]([NH2:11])[C:5](=[CH:9][CH:10]=1)[C:6](O)=[O:7].C1([N:18]=C=NC2CCCCC2)CCCCC1.O.OC1C2N=NNC=2C=CC=1.[OH-].[NH4+]>CN(C)C=O>[NH2:11][C:4]1[CH:3]=[C:2]([Cl:1])[CH:10]=[CH:9][C:5]=1[C:6]([NH2:18])=[O:7] |f:2.3,4.5|. Reported procedure: To a solution of 4-chloroanthranilic acid (70 g, 0.41 mol) in hot (60° C.) dimethylformamide (700 mL), dicyclohexylcarbodiimide (93 g, 0.451 mol, 1.1 equiv), hydroxybenzotriazole hydrate (60.9 g, 0.451 mol, 1.1 eq) and 30% aqueous ammonium hydroxide solution (350 mL) were added. The resulting solution was stirred at room temperature for 18 h. The formed urea was filtered off and the filtrate concentrated. The resulting mixture was partitioned between ethyl acetate and 5% K2CO3 solution. The orga... Reactants: CC(=O)NNC(=O)C1CCN(C(=O)OC(C)(C)C)C1, CC(=O)NN. The product is CC(C)(C)OC(=O)N1CCC(C(N)=O)C1. Reaction SMILES: [C:1]([NH:2][NH:5][C:6](=[O:7])[CH:8]1[CH2:9][N:10]([C:13](=[O:14])[O:15][C:16]([CH3:17])([CH3:18])[CH3:19])[CH2:11][CH2:12]1)(=[O:3])[CH3:4].[C:20]([NH:21][NH2:22])(=[O:23])[CH3:24]>>[NH2:5][C:6](=[O:7])[CH:8]1[CH2:9][N:10]([C:13](=[O:14])[O:15][C:16]([CH3:17])([CH3:18])[CH3:19])[CH2:11][CH2:12]1. The reactants are NC1=CC(=C(C(=O)NC2=CC=C3C=NNC3=C2)C=C1N)N(C)C (4,5-diamino-2-dimethylamino-N-(1H-indazol-6-yl)benzamide), N(=C=S)C1=NC=CC=C1C (2-isothiocyanato-3-methylpyridine). The solvent is C(CCl)Cl (EDC). Yields the product N1N=CC2=CC=C(C=C12)NC(=O)C1=CC2=C(NC(=N2)NC2=NC=CC=C2C)C=C1N(C)C (6-dimethylamino-2-(3-methylpyridin-2-ylamino)-1H-benzoimidazole-5-carboxylic acid (1H-indazol-6-yl)-amide). As a reaction SMILES: [NH2:1][C:2]1[C:19]([NH2:20])=[CH:18][C:5]([C:6]([NH:8][C:9]2[CH:17]=[C:16]3[C:12]([CH:13]=[N:14][NH:15]3)=[CH:11][CH:10]=2)=[O:7])=[C:4]([N:21]([CH3:23])[CH3:22])[CH:3]=1.[N:24]([C:27]1[C:32]([CH3:33])=[CH:31][CH:30]=[CH:29][N:28]=1)=[C:25]=S>C(Cl)CCl>[NH:15]1[C:16]2[C:12](=[CH:11][CH:10]=[C:9]([NH:8][C:6]([C:5]3[C:4]([N:21]([CH3:23])[CH3:22])=[CH:3][C:2]4[NH:1][C:25]([NH:24][C:27]5[C:32]([CH3:33])=[CH:31][CH:30]=[CH:29][N:28]=5)=[N:20][C:19]=4[CH:18]=3)=[O:7])[CH:17]=2)[CH:13]=[N:14]1. Procedure details: 4,5-diamino-2-dimethylamino-N-(1H-indazol-6-yl)benzamide (see Example 160; 0.3 mmol) was reacted with 2-isothiocyanato-3-methylpyridine (0.3 mmol; prepared from 2-amino-3-methylpyridine and thiophosgene employing procedure described in Example 115) followed by cyclization in situ using EDC as described in general procedure B to provide 6-dimethylamino-2-(3-methylpyridin-2-ylamino)-1H-benzoimidazole-5-carboxylic acid (1H-indazol-6-yl)-amide. MS: m/z 427 (M+H)+.